From a dataset of the Open Reaction Database (ORD), a public repository of structured organic reaction records. describe an organic reaction: reactants, conditions, products, and yield Reactants: CCCCCCCCCCCCCCCCCCOC(=O)CBr, CCBr, CCOP(OCC)OCC. The product is CCCCCCCCCCCCCCCCCCOC(=O)CP(=O)(OCC)OCC. RXN SMILES: [Br:11][CH2:12][C:13](=[O:14])[O:15][CH2:16][CH2:17][CH2:18][CH2:19][CH2:20][CH2:21][CH2:22][CH2:23][CH2:24][CH2:25][CH2:26][CH2:27][CH2:28][CH2:29][CH2:30][CH2:31][CH2:32][CH3:33].[Br:34][CH2:35][CH3:36].[P:1]([O:2][CH2:3][CH3:4])([O:5][CH2:6][CH3:7])[O:8][CH2:9][CH3:10]>>[P:1]([O:2][CH2:3][CH3:4])(=[O:5])([O:8][CH2:9][CH3:10])[CH2:12][C:13](=[O:14])[O:15][CH2:16][CH2:17][CH2:18][CH2:19][CH2:20][CH2:21][CH2:22][CH2:23][CH2:24][CH2:25][CH2:26][CH2:27][CH2:28][CH2:29][CH2:30][CH2:31][CH2:32][CH3:33]. The reactants are C(C)OCCN1C(N(CC1)CCOCC)=S (1,3-bis(2-ethoxyethyl)imidazoline-2-thione), [S] (sulfur). The product is C(C)N(CCN1C(N(CC1)C)=S)CC (1-(2'diethylaminoethyl)-3-methylimidazoline-2-thione). The yield is 89.0%. Reaction SMILES: C(OC[CH2:5][N:6]1[CH2:10][CH2:9][N:8]([CH2:11][CH2:12]OCC)[C:7]1=[S:16])C.[S]>>[CH2:9]([N:8]([CH2:11][CH3:12])[CH2:12][CH2:11][N:8]1[CH2:9][CH2:10][N:6]([CH3:5])[C:7]1=[S:16])[CH3:10] |^3:16|. Procedure details: Using a method similar to the preparation of 1,3-bis(2-ethoxyethyl)imidazoline-2-thione (7c), 80 mg (2.5 mmol) of sulfur are admixed with 1-(2'-diethylaminoethyl)-3-methylimidazolin-2-ylidene solution (8). This gives (8b) (478 mg, 89% of theory) as a yellow oil. Starting materials: COC1=C(C=C(C=C1)N1CCN(CC1)CCC1=CC=CC=C1)C (1-(4-methoxy-3-methylphenyl)-4-phenethylpiperazine), C(C1=CC=CC=C1)C1CCN(CC1)C1=C(C#N)C=C(C=C1)OC (2-(4-benzylpiperidino)-5-methoxybenzonitrile). Yields the product C(C1=CC=CC=C1)C1CCN(CC1)C1=C(C#N)C=C(C=C1)O (2-(4-benzylpiperidino)-5-hydroxy-benzonitrile). Yield: 42.3%. RXN SMILES: COC1C=CC(N2CCN(CCC3C=CC=CC=3)CC2)=CC=1C.[CH2:24]([CH:31]1[CH2:36][CH2:35][N:34]([C:37]2[CH:44]=[CH:43][C:42]([O:45]C)=[CH:41][C:38]=2[C:39]#[N:40])[CH2:33][CH2:32]1)[C:25]1[CH:30]=[CH:29][CH:28]=[CH:27][CH:26]=1>>[CH2:24]([CH:31]1[CH2:32][CH2:33][N:34]([C:37]2[CH:44]=[CH:43][C:42]([OH:45])=[CH:41][C:38]=2[C:39]#[N:40])[CH2:35][CH2:36]1)[C:25]1[CH:26]=[CH:27][CH:28]=[CH:29][CH:30]=1. Reported procedure: Production Example 10 was repeated except that 1-(4-methoxy-3-methylphenyl)-4-phenethylpiperazine was replaced with 2-(4-benzylpiperidino)-5-methoxybenzonitrile (99 mg), and the resulting crude product was purified on TLC (developer, hexane: ethyl acetate=2:1) to provide 2-(4-benzylpiperidino)-5-hydroxy-benzonitrile (40 mg). The reactants are ClC1=CC=C(C=C1)N1N=CC(=C1C)C(=O)Cl (1-(4-chlorophenyl)-5-methylpyrazole-4-carboxylic chloride), NC=1C=CC(=C(C#N)C1)N1CCC(CC1)N1CCSCC1 (5-amino-2-(4-thiomorpholinopiperidin-1-yl)benzonitrile), C([O-])([O-])=O.[K+].[K+] (potassium carbonate). The solvent is N1=CC=CC=C1 (pyridine). Conditions: time 1 hour. Product: ClC1=CC=C(C=C1)N1N=CC(=C1C)C(=O)NC1=CC(=C(C=C1)N1CCC(CC1)N1CCSCC1)C#N (1-(4-Chlorophenyl)-N-[3-cyano-4-(4-thiomorpholinopiperidin-1-yl) phenyl]-5-methylpyrazole-4-carboxamide). Yield: 38.0%. As a reaction SMILES: [Cl:1][C:2]1[CH:7]=[CH:6][C:5]([N:8]2[C:12]([CH3:13])=[C:11]([C:14](Cl)=[O:15])[CH:10]=[N:9]2)=[CH:4][CH:3]=1.[NH2:17][C:18]1[CH:19]=[CH:20][C:21]([N:26]2[CH2:31][CH2:30][CH:29]([N:32]3[CH2:37][CH2:36][S:35][CH2:34][CH2:33]3)[CH2:28][CH2:27]2)=[C:22]([CH:25]=1)[C:23]#[N:24].C(=O)([O-])[O-].[K+].[K+]>N1C=CC=CC=1>[Cl:1][C:2]1[CH:7]=[CH:6][C:5]([N:8]2[C:12]([CH3:13])=[C:11]([C:14]([NH:17][C:18]3[CH:19]=[CH:20][C:21]([N:26]4[CH2:31][CH2:30][CH:29]([N:32]5[CH2:33][CH2:34][S:35][CH2:36][CH2:37]5)[CH2:28][CH2:27]4)=[C:22]([C:23]#[N:24])[CH:25]=3)=[O:15])[CH:10]=[N:9]2)=[CH:4][CH:3]=1 |f:2.3.4|. Reported procedure: 1-(4-chlorophenyl)-5-methylpyrazole-4-carboxylic chloride (0.67 g) and 5-amino-2-(4-thiomorpholinopiperidin-1-yl)benzonitrile (0.8 g) were added to pyridine (10 ml) and the reaction was conducted for 1 h at room temperature. To the reaction mixture was added aqueous potassium carbonate solution and the precipitated crystals were recrystallized from hydrous dimethylformamide to give the title compound (0.52 g), melting point: 256° C./decomposition. Starting materials: BrC=1C=C(C=CC1)C(CC1=CC=NC=C1)=O (1-(3-Bromo-phenyl)-2-pyridin-4-yl-ethanone), BrCBr (dibromomethane), C(=S)=S (carbon disulfide), C(=O)([O-])[O-].[K+].[K+] (K2CO3). The solvent is CS(=O)C (DMSO). The product is BrC=1C=C(C=CC1)C(C(C1=CC=NC=C1)=C1SCS1)=O (1-(3-bromo-phenyl)-2-[1,3]dithietan-2-ylidene-2-pyridin-4-yl-ethanone). Yield: 74.0%. As a reaction SMILES: [Br:1][C:2]1[CH:3]=[C:4]([C:8](=[O:16])[CH2:9][C:10]2[CH:15]=[CH:14][N:13]=[CH:12][CH:11]=2)[CH:5]=[CH:6][CH:7]=1.BrCBr.[C:20](=[S:22])=[S:21].[C:23]([O-])([O-])=O.[K+].[K+]>CS(C)=O>[Br:1][C:2]1[CH:3]=[C:4]([C:8](=[O:16])[C:9](=[C:20]2[S:22][CH2:23][S:21]2)[C:10]2[CH:11]=[CH:12][N:13]=[CH:14][CH:15]=2)[CH:5]=[CH:6][CH:7]=1 |f:3.4.5|. Reported procedure: 1-(3-Bromo-phenyl)-2-pyridin-4-yl-ethanone (150 mg, 0.54 mmol), dibromomethane (114 ul, 1.62 mmol) and carbon disulfide (77 ul, 1.62 mmol) were reacted at room temperature in dry DMSO in the presence of K2CO3 (225 mg, 1.62 mmol) for three hours. The reaction, evaporated to dryness, was worked up with water and ethyl acetate. The pooled organic extracts were washed with brine, dried over sodium sulphate and evaporated down. The crude material was purified by a quick elution with ethyl acetate thr... The reactants are C=O (paraformaldehyde), CC=1C=CC(=CC1)S(=O)(=O)O (PTSA), C(C)(C)(C)OC(NCCC1=CSC=C1)=O (tert-butyl[2-(3-thienyl)ethyl]carbamate). Solvent: C1(=CC=CC=C1)C (toluene). The product is S1C=CC2=C1CN(CC2)C(=O)OC(C)(C)C (tert-butyl 4,7-dihydrothieno[2,3-c]pyridine-6(5H)— carboxylate). As a reaction SMILES: [C:1]([O:5][C:6](=[O:15])[NH:7][CH2:8][CH2:9][C:10]1[CH:14]=[CH:13][S:12][CH:11]=1)([CH3:4])([CH3:3])[CH3:2].C=O.[CH3:18]C1C=CC(S(O)(=O)=O)=CC=1>C1(C)C=CC=CC=1>[S:12]1[C:11]2[CH2:18][N:7]([C:6]([O:5][C:1]([CH3:4])([CH3:2])[CH3:3])=[O:15])[CH2:8][CH2:9][C:10]=2[CH:14]=[CH:13]1. Reported procedure: To a solution of tert-butyl[2-(3-thienyl)ethyl]carbamate in toluene was added paraformaldehyde (2 equi.) and catalytic amount of PTSA and reaction mixture was then refluxed in dean stark apparatus for 4 hrs. Reaction mass wan then concentrated and extracted with dichloromethane dried over sodium sulphate and evaporated to yield tert-butyl 4,7-dihydrothieno[2,3-c]pyridine-6(5H)— carboxylate. Reactants: N1=C(C=CC=C1)C(C(=O)OCC)=O (Ethyl 2-pyridine-glyoxylate), ice water, S(O)(O)(=O)=O (sulphuric acid), S(O)(O)(=O)=O (sulphuric acid), C1(=CC=CC=C1)O (phenol). Solvent: O (water). Conditions: time 60 hour. Yields the product OC1=CC=C(C=C1)C(C(=O)OCC)(C1=NC=CC=C1)C1=CC=C(C=C1)O (ethyl α, α-di(4-hydroxyphenyl)-2-pyridine-acetate). RXN SMILES: [N:1]1[CH:6]=[CH:5][CH:4]=[CH:3][C:2]=1[C:7](=O)[C:8]([O:10][CH2:11][CH3:12])=[O:9].S(=O)(=O)(O)O.[C:19]1([OH:25])[CH:24]=[CH:23][CH:22]=[CH:21][CH:20]=1>O>[OH:25][C:19]1[CH:24]=[CH:23][C:22]([C:7]([C:22]2[CH:23]=[CH:24][C:19]([OH:25])=[CH:20][CH:21]=2)([C:2]2[CH:3]=[CH:4][CH:5]=[CH:6][N:1]=2)[C:8]([O:10][CH2:11][CH3:12])=[O:9])=[CH:21][CH:20]=1. Procedure: 50 g. Ethyl 2-pyridine-glyoxylate were cautiously added dropwise to a pre-cooled mixture of 100 ml. 85% sulphuric acid and 100 g. phenol, while stirring. The reaction mixture was externally cooled with water and ice to keep it at ambient temperature and to control the exothermic reaction. After stirring for 60 hours, the reaction mixture was poured into ice-water and washed with chloroform. The gum-like precipitate which separated and the aqueous phase were rendered alkaline with ammonium hydrox... The reactants are O (Water), FC(CO)(C1=CC=NC=C1)F (2,2-difluoro-2-(pyridin-4-yl)-ethanol), FC(CO)(C1=CC=NC=C1)F (2,2-Difluoro-2-(pyridin-4-yl)-ethanol), N1C=NC=C1 (imidazole), C(C)(C)(C)[Si](Cl)(C)C (tert-butyldimethylchlorosilane). Solvent: CN(C)C=O (DMF). Conditions: time 2 hour. Product: [Si](C)(C)(C(C)(C)C)OCC(F)(F)C1=CC=NC=C1 (4-[2-(tert-Butyldimethylsilanyloxy)-1,1-difluoroethyl]pyridine). Reaction SMILES: [F:1][C:2]([F:11])([C:5]1[CH:10]=[CH:9][N:8]=[CH:7][CH:6]=1)[CH2:3][OH:4].N1C=CN=C1.[C:17]([Si:21]([CH3:24])([CH3:23])Cl)([CH3:20])([CH3:19])[CH3:18].O>CN(C=O)C>[Si:21]([O:4][CH2:3][C:2]([C:5]1[CH:10]=[CH:9][N:8]=[CH:7][CH:6]=1)([F:1])[F:11])([C:17]([CH3:20])([CH3:19])[CH3:18])([CH3:24])[CH3:23]. Reported procedure: To a solution of 2,2-difluoro-2-(pyridin-4-yl)-ethanol (0.15 g) prepared in (2) in DMF (3.0 mL) were added imidazole (0.076 g) and tert-butyldimethylchlorosilane (0.15 g). The reaction mixture was stirred at RT for 2 hr. Water was added to the reaction mixture and the mixture was extracted with ethyl acetate. The organic layer was dried over MgSO4. The solvent was removed under reduced pressure. The residue was purified by silica gel chromatography (Developing solvent: ethyl acetate) to give the... The reactants are CC(=O)O[BH-](OC(C)=O)OC(C)=O, O=C([O-])[O-], CN1CCNCC1, ClCCl, Nc1ccc(Oc2ccnc3cc(-c4ccc(C=O)cc4)sc23)c(F)c1, [Na+], [Na+], [Na+]. Product: CN1CCN(Cc2ccc(-c3cc4nccc(Oc5ccc(N)cc5F)c4s3)cc2)CC1. As a reaction SMILES: [C:34]([O:35][BH-:36]([O:37][C:38](=[O:39])[CH3:40])[O:41][C:42](=[O:43])[CH3:44])(=[O:45])[CH3:46].[C:48](=[O:49])([O-:50])[O-:51].[CH3:1][N:2]1[CH2:3][CH2:4][NH:5][CH2:6][CH2:7]1.[Cl:54][CH2:55][Cl:56].[NH2:8][c:9]1[cH:10][c:11]([F:33])[c:12]([O:13][c:14]2[c:15]3[c:16]([n:17][cH:18][cH:19]2)[cH:20][c:21](-[c:23]2[cH:24][cH:25][c:26]([CH:27]=[O:28])[cH:29][cH:30]2)[s:22]3)[cH:31][cH:32]1.[Na+:47].[Na+:52].[Na+:53]>>[CH3:1][N:2]1[CH2:3][CH2:4][N:5]([CH2:27][c:26]2[cH:25][cH:24][c:23](-[c:21]3[cH:20][c:16]4[c:15]([c:14]([O:13][c:12]5[c:11]([F:33])[cH:10][c:9]([NH2:8])[cH:32][cH:31]5)[cH:19][cH:18][n:17]4)[s:22]3)[cH:30][cH:29]2)[CH2:6][CH2:7]1. Reported procedure: 50 g of the product of step (b) are dissolved in 500 ml of thionyl chloride and the mixture is held at 50° for 20 hours. The thionyl chloride is removed at 12 mm to obtain the heading compound. Reaction SMILES: [Cl:1][C:2]1[CH:3]=[C:4]([C:9]2[C:13]([C:14]([OH:16])=O)=[CH:12][S:11][N:10]=2)[CH:5]=[C:6]([SH:8])[CH:7]=1.S(Cl)([Cl:19])=O>>[Cl:1][C:2]1[CH:3]=[C:4]([C:9]2[C:13]([C:14]([Cl:19])=[O:16])=[CH:12][S:11][N:10]=2)[CH:5]=[C:6]([SH:8])[CH:7]=1. Yields the product ClC=1C=C(C=C(C1)S)C1=NSC=C1C(=O)Cl (3-Chloro-5-mercaptophenylisothiazol-4-carboxylic acid chloride). Run at time 20 hour. Reactants: ClC=1C=C(C=C(C1)S)C1=NSC=C1C(=O)O (3-Chloro-5-mercaptophenylisothiazol-4-carboxylic acid), S(=O)(Cl)Cl (thionyl chloride).